Dataset: the Open Reaction Database (ORD), a public repository of structured organic reaction records. Task: describe an organic reaction: reactants, conditions, products, and yield Reactants: ClCC(=O)Cl (chloroacetyl chloride), CC=1C=C(C=CC1C(C)C)O (3-methyl-4-isopropylphenol). Yields the product ClCC(=O)OC1=CC(=C(C=C1)C(C)C)C (3-methyl-4-isopropylphenyl chloroacetate). As a reaction SMILES: [Cl:1][CH2:2][C:3](Cl)=[O:4].[CH3:6][C:7]1[CH:8]=[C:9]([OH:16])[CH:10]=[CH:11][C:12]=1[CH:13]([CH3:15])[CH3:14]>>[Cl:1][CH2:2][C:3]([O:16][C:9]1[CH:10]=[CH:11][C:12]([CH:13]([CH3:14])[CH3:15])=[C:7]([CH3:6])[CH:8]=1)=[O:4]. Procedure: By the same method of Synthesis Example 6, chloroacetyl chloride was allowed to react with 3-methyl-4-isopropylphenol, the reaction mixture was washed with water and then the solvent was evaporated under a reduced pressure to obtain the title compound as a transparent oil. The title compound was used in the subsequent reaction without distillation. The reactants are O=C1CCC(=O)N1Br, CC(=O)O, Cc1ccc(N)c(F)c1, O. Product: Cc1cc(F)c(N)c(Br)c1. As a reaction SMILES: [Br:10][N:11]1[C:12](=[O:13])[CH2:14][CH2:15][C:16]1=[O:17].[CH3:19][C:20](=[O:21])[OH:22].[CH3:1][c:2]1[cH:3][c:4]([F:9])[c:5]([NH2:6])[cH:7][cH:8]1.[OH2:18]>>[CH3:1][c:2]1[cH:3][c:4]([F:9])[c:5]([NH2:6])[c:7]([Br:10])[cH:8]1. The reactants are IC(C)=CC[C@@H](O[Si](CC)(CC)CC)C=1C=C2C=CC=NC2=CC1 ((5R)-2-iodo-5-(6-quinolyl)-5-(triethylsilyloxy)-2-pentene). Run in C(C)(=O)O.C1CCOC1.O (acetic acid THF water). Product: IC(C)=CC[C@@H](O)C=1C=C2C=CC=NC2=CC1 ((5R)-2-iodo-5-(6-quinolyl)-5-hydroxy-2-pentene). Reaction SMILES: [I:1][C:2](=[CH:4][CH2:5][C@H:6]([C:15]1[CH:16]=[C:17]2[C:22](=[CH:23][CH:24]=1)[N:21]=[CH:20][CH:19]=[CH:18]2)[O:7][Si](CC)(CC)CC)[CH3:3]>C(O)(=O)C.C1COCC1.O>[I:1][C:2](=[CH:4][CH2:5][C@H:6]([C:15]1[CH:16]=[C:17]2[C:22](=[CH:23][CH:24]=1)[N:21]=[CH:20][CH:19]=[CH:18]2)[OH:7])[CH3:3] |f:1.2.3|. Procedure: A solution of (5R)-2-iodo-5-(6-quinolyl)-5-(triethylsilyloxy)-2-pentene (2.26 g) in 50 mL of 3:1:1 acetic acid/THF/water is stirred at ambient temperature for 8 hours, then concentrated. The residue is dissolved in ethyl acetate, washed sequentially with sat. NaHCO3 and brine, then dried over MgSO4, filtered, and evaporated. The product is purified by SiO2 chromatography. The reactants are C(C)(=O)N1CC2=C(CC1)C(=C(S2)C)C(CBr)=O (6-acetyl-3-bromoacetyl-4,5,6,7-tetrahydro-2-methylthieno[2,3-c]pyridine), O (water). The solvent is C(C)[SiH](CC)CC (triethylsilane), FC(C(=O)O)(F)F (trifluoroacetic acid). Run at time 5 hour. The product is C(C)(=O)N1CC2=C(CC1)C(=C(S2)C)CCBr (6-acetyl-3-(2-bromoethyl)-4,5,6,7-tetrahydro-2-methylthieno[2,3-c]pyridine). The yield is 52.3%. As a reaction SMILES: [C:1]([N:4]1[CH2:9][CH2:8][C:7]2[C:10]([C:14](=O)[CH2:15][Br:16])=[C:11]([CH3:13])[S:12][C:6]=2[CH2:5]1)(=[O:3])[CH3:2].O>C([SiH](CC)CC)C.FC(F)(F)C(O)=O>[C:1]([N:4]1[CH2:9][CH2:8][C:7]2[C:10]([CH2:14][CH2:15][Br:16])=[C:11]([CH3:13])[S:12][C:6]=2[CH2:5]1)(=[O:3])[CH3:2]. Procedure: A mixture of 28 g of 6-acetyl-3-bromoacetyl-4,5,6,7-tetrahydro-2-methylthieno[2,3-c]pyridine in 42 ml of triethylsilane and 140 ml of trifluoroacetic acid was stirred at room temperature for 5 hours. The mixture was poured into water, made alkaline and extracted with ethyl acetate. The organic layer was washed with water, dried and concentrated. To the residue was added isopropyl ether and the precipitated crystals were collected by filtration to give 14 g of 6-acetyl-3-(2-bromoethyl)-4,5,6,7-te...